Dataset: the Open Reaction Database (ORD), a public repository of structured organic reaction records. Task: describe an organic reaction: reactants, conditions, products, and yield Procedure details: To a mixture of the above 3-amino-N-(5-chloropyridin-2-yl)pyrazine-2-carboxamide (255 mg, 1 mmol) in pyridine (20 mL) was added 4-tert-butylbenzoyl chloride (402 mg, 86 mmol). The mixture was stirred for 36 hours at 55° C. It was cooled to room temperature then concentrated to dryness in vacuo. The residue was mixed with CH2Cl2 and purified by radial chromatography from which was recovered 85 mg (21%) of product. Reaction SMILES: [NH2:1][C:2]1[C:3]([C:8]([NH:10][C:11]2[CH:16]=[CH:15][C:14]([Cl:17])=[CH:13][N:12]=2)=[O:9])=[N:4][CH:5]=[CH:6][N:7]=1.[C:18]([C:22]1[CH:30]=[CH:29][C:25]([C:26](Cl)=[O:27])=[CH:24][CH:23]=1)([CH3:21])([CH3:20])[CH3:19]>N1C=CC=CC=1>[C:18]([C:22]1[CH:23]=[CH:24][C:25]([C:26]([NH:1][C:2]2[C:3]([C:8]([NH:10][C:11]3[CH:16]=[CH:15][C:14]([Cl:17])=[CH:13][N:12]=3)=[O:9])=[N:4][CH:5]=[CH:6][N:7]=2)=[O:27])=[CH:29][CH:30]=1)([CH3:21])([CH3:19])[CH3:20]. Yields the product C(C)(C)(C)C1=CC=C(C(=O)NC=2C(=NC=CN2)C(=O)NC2=NC=C(C=C2)Cl)C=C1 (3-[(4-tert-Butylbenzoyl)amino]-N-(5-chloro-pyridin-2-yl)pyrazine-2-carboxamide). Conditions: temperature 55 celsius, time 36 hour. Run in N1=CC=CC=C1 (pyridine). The reactants are NC=1C(=NC=CN1)C(=O)NC1=NC=C(C=C1)Cl (3-amino-N-(5-chloropyridin-2-yl)pyrazine-2-carboxamide), C(C)(C)(C)C1=CC=C(C(=O)Cl)C=C1 (4-tert-butylbenzoyl chloride).